Task: describe an organic reaction: reactants, conditions, products, and yield. Dataset: the Open Reaction Database (ORD), a public repository of structured organic reaction records As a reaction SMILES: [N:1]1[CH:6]=[CH:5][C:4]([C:7]([OH:9])=O)=[CH:3][CH:2]=1.C(N1C=CN=C1)(N1C=CN=C1)=O.[Mg+].[C:23]([O:29][CH2:30][CH3:31])(=[O:28])[CH2:24]C([O-])=O.C(O)(=O)CC(CC(O)=O)(C(O)=O)O>O1CCCC1.O.C(OCC)(=O)C>[O:9]=[C:7]([C:4]1[CH:3]=[CH:2][N:1]=[CH:6][CH:5]=1)[CH2:24][C:23]([O:29][CH2:30][CH3:31])=[O:28] |f:2.3|. Yield: 17.0%. Product: O=C(CC(=O)OCC)C1=CC=NC=C1 (ethyl 3-oxo-3-(4-pyridyl)propionate). Conditions: time 30 minute. Reactants: N1=CC=C(C=C1)C(=O)O (4-pyridinecarboxylic acid), C(=O)(N1C=NC=C1)N1C=NC=C1 (1,1′-carbonylbis-1H-imidazole), C(CC(O)(C(=O)O)CC(=O)O)(=O)O (citric acid), [Mg+].C(CC(=O)[O-])(=O)OCC (monoethyl malonate magnesium salt). The solvent is O1CCCC1 (tetrahydrofuran), O (water), C(C)(=O)OCC (ethyl acetate). Procedure details: To a solution of 4-pyridinecarboxylic acid (50.0 g, 406 mmol) in tetrahydrofuran (250 ml) was added 1,1′-carbonylbis-1H-imidazole (72.5 g, 447 mmol), and the mixture was stirred at room temperature for 30 min. To the reaction solution was added monoethyl malonate magnesium salt (82.9 g, 487 mmol), and the mixture was heated under reflux for 30 min. To the reaction solution were added ethyl acetate (200 ml) and water (200 ml), and citric acid was added until the pH of the aqueous layer became 7. ...